From a dataset of the Open Reaction Database (ORD), a public repository of structured organic reaction records. describe an organic reaction: reactants, conditions, products, and yield Starting materials: CN(C)Cc1ccc(C=O)cc1, CC#N, [Mg+2], Nc1cc(F)cc2c1COC2=O, O=S(=O)([O-])[O-]. The product is CN(C)Cc1ccc(C=Nc2cc(F)cc3c2COC3=O)cc1. Reaction SMILES: [CH3:1][N:2]([CH3:3])[CH2:4][c:5]1[cH:6][cH:7][c:8]([CH:9]=[O:10])[cH:11][cH:12]1.[CH3:31][C:32]#[N:33].[Mg+2:25].[NH2:13][c:14]1[c:15]2[c:19]([cH:20][c:21]([F:23])[cH:22]1)[C:18](=[O:24])[O:17][CH2:16]2.[O-:26][S:27](=[O:28])(=[O:29])[O-:30]>>[CH3:1][N:2]([CH3:3])[CH2:4][c:5]1[cH:6][cH:7][c:8]([CH:9]=[N:13][c:14]2[c:15]3[c:19]([cH:20][c:21]([F:23])[cH:22]2)[C:18](=[O:24])[O:17][CH2:16]3)[cH:11][cH:12]1. Reactants: COC(C1=CC(=C(C=C1)NC(=O)OC(C)(C)C)N)=O (3-amino-4-tert-butoxycarbonylaminobenzoic acid methyl ester), N1=CC=CC=C1 (pyridine), [N+](=O)([O-])C1=C(C=CC=C1)S(=O)(=O)Cl (2-nitrobenzenesulfonyl chloride), N1=CC=CC=C1 (Pyridine), [N+](=O)([O-])C1=C(C=CC=C1)S(=O)(=O)Cl (2-nitrobenzenesulfonyl chloride). Solvent: ClCCl (dichloromethane). Conditions: time 4 hour. Yields the product COC(C1=CC(=C(C=C1)NC(=O)OC(C)(C)C)NS(=O)(=O)C1=C(C=CC=C1)[N+](=O)[O-])=O (4-tert-butoxycarbonylamino-3-(2-nitro-benzenesulfonylamino)-benzoic acid methyl ester). As a reaction SMILES: [CH3:1][O:2][C:3](=[O:19])[C:4]1[CH:9]=[CH:8][C:7]([NH:10][C:11]([O:13][C:14]([CH3:17])([CH3:16])[CH3:15])=[O:12])=[C:6]([NH2:18])[CH:5]=1.N1C=CC=CC=1.[N+:26]([C:29]1[CH:34]=[CH:33][CH:32]=[CH:31][C:30]=1[S:35](Cl)(=[O:37])=[O:36])([O-:28])=[O:27]>ClCCl>[CH3:1][O:2][C:3](=[O:19])[C:4]1[CH:9]=[CH:8][C:7]([NH:10][C:11]([O:13][C:14]([CH3:16])([CH3:15])[CH3:17])=[O:12])=[C:6]([NH:18][S:35]([C:30]2[CH:31]=[CH:32][CH:33]=[CH:34][C:29]=2[N+:26]([O-:28])=[O:27])(=[O:36])=[O:37])[CH:5]=1. Procedure: After dissolving 3-amino-4-tert-butoxycarbonylaminobenzoic acid methyl ester (817.3 mg, 3.07 mmol) in dichloromethane (10 ml), pyridine (0.373 ml, 4.60 mmol) and 2-nitrobenzenesulfonyl chloride (815 mg, 3.68 mmol) were added in an ice bath, and the mixture was stirred at room temperature for 4 hours. Pyridine (0.050 ml) and 2-nitrobenzenesulfonyl chloride (135 mg) were added, and stirring was continued for 2 hours. The reaction mixture was concentrated under reduced pressure, water (30 ml) was a... Reactants: COC(=O)c1c(F)cc(Br)cc1F, CC#CCO, CC(C)(C)[O-], CS(C)=O, [K+]. Yields the product COC(=O)c1c(O)cc(Br)cc1F. RXN SMILES: [Br:1][c:2]1[cH:3][c:4]([F:13])[c:5]([C:6](=[O:7])[O:8][CH3:9])[c:10]([F:12])[cH:11]1.[CH2:14]([C:15]#[C:16][CH3:17])[OH:18].[CH3:19][C:20]([CH3:21])([O-:22])[CH3:23].[CH3:25][S:26]([CH3:27])=[O:28].[K+:24]>>[Br:1][c:2]1[cH:3][c:4]([F:13])[c:5]([C:6](=[O:7])[O:8][CH3:9])[c:10]([OH:18])[cH:11]1. Starting materials: [Al+3], COc1cc(OC)c(OC)cc1C=O, [Cl-], [Cl-], [Cl-], ClCCl, Cl, O. Product: COc1cc(O)c(C=O)cc1OC. As a reaction SMILES: [Al+3:2].[CH3:5][O:6][c:7]1[cH:8][c:9]([CH:10]=[O:11])[c:12]([O:17][CH3:18])[cH:13][c:14]1[O:15][CH3:16].[Cl-:1].[Cl-:3].[Cl-:4].[Cl:21][CH2:22][Cl:23].[ClH:20].[OH2:19]>>[CH3:5][O:6][c:7]1[cH:8][c:9]([CH:10]=[O:11])[c:12]([OH:17])[cH:13][c:14]1[O:15][CH3:16]. Reactants: O=CC(=O)O, ClCCl, COc1ccc(B(O)O)cc1OC, NC(=O)c1ccc(Cl)c(N)c1, CN(C)C=O, O. Yields the product COc1ccc(C(Nc2cc(C(N)=O)ccc2Cl)C(=O)O)cc1OC. RXN SMILES: [C:26]([CH:27]=[O:28])(=[O:29])[OH:30].[CH2:31]([Cl:32])[Cl:33].[CH3:12][O:13][c:14]1[cH:15][c:16]([B:22]([OH:23])[OH:24])[cH:17][cH:18][c:19]1[O:20][CH3:21].[NH2:1][c:2]1[cH:3][c:4]([C:5](=[O:6])[NH2:7])[cH:8][cH:9][c:10]1[Cl:11].[O:34]=[CH:35][N:36]([CH3:37])[CH3:38].[OH2:25]>>[NH:1]([c:2]1[cH:3][c:4]([C:5](=[O:6])[NH2:7])[cH:8][cH:9][c:10]1[Cl:11])[CH:27]([c:16]1[cH:15][c:14]([O:13][CH3:12])[c:19]([O:20][CH3:21])[cH:18][cH:17]1)[C:26](=[O:29])[OH:30].